From a dataset of the Open Reaction Database (ORD), a public repository of structured organic reaction records. describe an organic reaction: reactants, conditions, products, and yield Reaction conditions: temperature 50 celsius. The solvent is C(C)O (ethanol). Reported procedure: Hydrazine hydrate (150 ml) is added slowly to a stirred mixture of 5-methoxy-1-nitro-naphthalene (320 g), and palladized charcoal (0.1 g) in 95% ethanol (2 liters) previously warmed to 50° C. When the hydrazine addition is complete, additional palladized charcoal (0.1 g) is added and the mixture heated to reflux for about one hour. The reaction mixture is filtered through Celite and the filtrate evaporated in vacuo resulting in a white solid which is recrystallized from H2O and ethanol. As a reaction SMILES: O.NN.[CH3:4][O:5][C:6]1[CH:15]=[CH:14][CH:13]=[C:12]2[C:7]=1[CH:8]=[CH:9][CH:10]=[C:11]2[N+:16]([O-])=O.C.NN>C(O)C>[NH2:16][C:11]1[C:12]2[C:7](=[C:6]([O:5][CH3:4])[CH:15]=[CH:14][CH:13]=2)[CH:8]=[CH:9][CH:10]=1 |f:0.1|. Product: NC1=CC=CC2=C(C=CC=C12)OC (1-Amino-5-methoxy naphthalene). The reactants are NN (hydrazine), O.NN (Hydrazine hydrate), COC1=C2C=CC=C(C2=CC=C1)[N+](=O)[O-] (5-methoxy-1-nitro-naphthalene), C (charcoal), C (charcoal). Starting materials: Cl.ClC=1C=CC=2C(=C3C(=NC2C1)C(NNC3=O)=O)NN (7-Chloro-2,3-dihydro-10-hydrazinopyridazino[4,5-b]quinoline-1,4-dione hydrochloride), Cl.C(C)OC(CCN)=O (beta alanine ethyl ester hydrochloride). The solvent is N1=CC=CC=C1 (pyridine), O (water). Product: C(C)OC(=O)CCNC1=C2C(=NC=3C=C(C=CC13)Cl)C(NNC2=O)=O (10-(2-Ethoxycarbonylethylamino)-7-chloro-2,3-dihydropyridazino[4,5-b]quinoline-1,4-dione). Isolated yield 11.3%. RXN SMILES: Cl.[Cl:2][C:3]1[CH:4]=[CH:5][C:6]2[C:7]([NH:19]N)=[C:8]3[C:16](=[O:17])[NH:15][NH:14][C:13](=[O:18])[C:9]3=[N:10][C:11]=2[CH:12]=1.Cl.[CH2:22]([O:24][C:25](=[O:29])[CH2:26][CH2:27]N)[CH3:23]>N1C=CC=CC=1.O>[CH2:22]([O:24][C:25]([CH2:26][CH2:27][NH:19][C:7]1[C:6]2[CH:5]=[CH:4][C:3]([Cl:2])=[CH:12][C:11]=2[N:10]=[C:9]2[C:13](=[O:18])[NH:14][NH:15][C:16](=[O:17])[C:8]=12)=[O:29])[CH3:23] |f:0.1,2.3|. Procedure: A mixture of 7-chloro-2,3-dihydro-10-hydrazinopyridazino[4,5-b]quinoline-1,4-dione hydrochloride (1.0 g, 2.9 mM, as prepared in Example 44) and beta alanine ethyl ester hydrochloride (49.0 g, 320 mM) in pyridine (52 mL) was refluxed for 23 hr. After cooling, the vigorously stirred reaction mixture was diluted slowly with water (100mL) and then filtered to separate a fine red solid. The collected solids were washed with water and chromatographed (eluant: methanol/methylene chloride; 5/95) over si... Starting materials: C1CCOC1, CO, [Li+], CCOC(=O)CC1CCc2c1[nH]c1ccc(OCc3ccc(N4CCCC4)c(C(F)(F)F)c3)cc21, [OH-], O, O. The product is O=C(O)CC1CCc2c1[nH]c1ccc(OCc3ccc(N4CCCC4)c(C(F)(F)F)c3)cc21. Reaction SMILES: [CH2:39]1[O:40][CH2:41][CH2:42][CH2:43]1.[CH3:45][OH:46].[Li+:37].[N:1]1([c:6]2[c:7]([C:32]([F:33])([F:34])[F:35])[cH:8][c:9]([CH2:10][O:11][c:12]3[cH:13][c:14]4[c:15]5[c:16]([nH:17][c:18]4[cH:19][cH:20]3)[CH:21]([CH2:24][C:25](=[O:26])[O:27][CH2:28][CH3:29])[CH2:22][CH2:23]5)[cH:30][cH:31]2)[CH2:2][CH2:3][CH2:4][CH2:5]1.[OH-:36].[OH2:38].[OH2:44]>>[N:1]1([c:6]2[c:7]([C:32]([F:33])([F:34])[F:35])[cH:8][c:9]([CH2:10][O:11][c:12]3[cH:13][c:14]4[c:15]5[c:16]([nH:17][c:18]4[cH:19][cH:20]3)[CH:21]([CH2:24][C:25](=[O:26])[OH:27])[CH2:22][CH2:23]5)[cH:30][cH:31]2)[CH2:2][CH2:3][CH2:4][CH2:5]1. Reactants: CCOC(=O)c1c(CC)nc2c(cnn2CC)c1NC1CCOCC1, CC(C)C[Al+]CC(C)C, Cc1ccccc1, ClCCl, [H-]. Product: CCc1nc2c(cnn2CC)c(NC2CCOCC2)c1CO. RXN SMILES: [CH2:1]([CH3:2])[n:3]1[n:4][cH:5][c:6]2[c:7]1[n:8][c:9]([CH2:24][CH3:25])[c:10]([C:19](=[O:20])[O:21][CH2:22][CH3:23])[c:11]2[NH:12][CH:13]1[CH2:14][CH2:15][O:16][CH2:17][CH2:18]1.[CH2:27]([Al+:28][CH2:29][CH:30]([CH3:31])[CH3:32])[CH:33]([CH3:34])[CH3:35].[CH3:39][c:40]1[cH:41][cH:42][cH:43][cH:44][cH:45]1.[Cl:36][CH2:37][Cl:38].[H-:26]>>[CH2:1]([CH3:2])[n:3]1[n:4][cH:5][c:6]2[c:7]1[n:8][c:9]([CH2:24][CH3:25])[c:10]([CH2:19][OH:20])[c:11]2[NH:12][CH:13]1[CH2:14][CH2:15][O:16][CH2:17][CH2:18]1. Reactants: NC1=C(C=C(C=C1)N1C2=C(NC(CC1=O)=O)C1=CC=CC=C1C=C2)OC (5-(4-amino-3-methoxyphenyl)-1H-naphtho[2,1-b][1,4]diazepine-2,4(3H,5H)-dione), CC1=C(C(=O)Cl)C=CC=C1C (2,3-dimethylbenzoyl chloride). The product is CC1=C(C(=O)NC2=C(C=C(C=C2)N2C3=C(NC(CC2=O)=O)C2=CC=CC=C2C=C3)OC)C=CC=C1C (5-[4-(2,3-Dimethylbenzoylamino)-3-methoxyphenyl]-1H-naphtho[1,2-b][1,4]diazepine-2,4(3H,5H)-dione). As a reaction SMILES: [NH2:1][C:2]1[CH:7]=[CH:6][C:5]([N:8]2[C:14](=[O:15])[CH2:13][C:12](=[O:16])[NH:11][C:10]3[C:17]4[C:22]([CH:23]=[CH:24][C:9]2=3)=[CH:21][CH:20]=[CH:19][CH:18]=4)=[CH:4][C:3]=1[O:25][CH3:26].[CH3:27][C:28]1[C:36]([CH3:37])=[CH:35][CH:34]=[CH:33][C:29]=1[C:30](Cl)=[O:31]>>[CH3:27][C:28]1[C:36]([CH3:37])=[CH:35][CH:34]=[CH:33][C:29]=1[C:30]([NH:1][C:2]1[CH:7]=[CH:6][C:5]([N:8]2[C:14](=[O:15])[CH2:13][C:12](=[O:16])[NH:11][C:10]3[C:17]4[C:22]([CH:23]=[CH:24][C:9]2=3)=[CH:21][CH:20]=[CH:19][CH:18]=4)=[CH:4][C:3]=1[O:25][CH3:26])=[O:31]. Reported procedure: By using 5-(4-amino-3-methoxyphenyl)-1H-naphtho[2,1-b][1,4]diazepine-2,4(3H,5H)-dione, and 2,3-dimethylbenzoyl chloride, the title compound was obtained in the same manner as that of Example 1, (4). Starting materials: c1ccc(CC2CCNCC2)cc1, CCOCC, O=C(O)c1cc2cc3[nH]c(=O)oc3cc2[nH]1. Product: O=C(c1cc2cc3[nH]c(=O)oc3cc2[nH]1)N1CCC(Cc2ccccc2)CC1. As a reaction SMILES: [CH2:17]([c:18]1[cH:19][cH:20][cH:21][cH:22][cH:23]1)[CH:24]1[CH2:25][CH2:26][NH:27][CH2:28][CH2:29]1.[CH3:30][CH2:31][O:32][CH2:33][CH3:34].[O:1]=[c:2]1[o:3][c:4]2[c:5]([cH:6][c:7]3[cH:8][c:9]([C:13](=[O:14])[OH:15])[nH:10][c:11]3[cH:12]2)[nH:16]1>>[O:1]=[c:2]1[o:3][c:4]2[c:5]([cH:6][c:7]3[cH:8][c:9]([C:13](=[O:15])[N:27]4[CH2:26][CH2:25][CH:24]([CH2:17][c:18]5[cH:19][cH:20][cH:21][cH:22][cH:23]5)[CH2:29][CH2:28]4)[nH:10][c:11]3[cH:12]2)[nH:16]1. Starting materials: FC(C1=CC=C(C=C1)NC(=O)N1N=C(C(C1)(C(C)=O)C)C1=CC=C(C=C1)Cl)(F)F (N-(4-trifluoromethylphenyl)-3-(4-chlorophenyl)-4-methyl-4-acetyl-4,5-dihydro-1H-pyrazole-1-carboxamide), ClC=1C=C(C(=O)OO)C=CC1 (3-chloroperoxybenzoic acid), C1=CC(=CC(=C1)Cl)C(=O)OO (MCPBA). Yields the product FC(C1=CC=C(C=C1)NC(=O)N1N=C(C(C1)(OC(C)=O)C)C1=CC=C(C=C1)Cl)(F)F (N-(4-trifluoromethylphenyl)-3-(4-chlorophenyl)-4-methyl-4-acetoxy-4,5-dihydro-1H-pyrazole-1-carboxamide). Solvent: C(C)OCC (diethyl ether), C(Cl)Cl (methylene chloride). Reaction conditions: time 72 hour. Reaction SMILES: [F:1][C:2]([F:29])([F:28])[C:3]1[CH:8]=[CH:7][C:6]([NH:9][C:10]([N:12]2[CH2:16][C:15]([CH3:20])(C(=O)C)[C:14]([C:21]3[CH:26]=[CH:25][C:24]([Cl:27])=[CH:23][CH:22]=3)=[N:13]2)=[O:11])=[CH:5][CH:4]=1.ClC1C=[C:33](C=CC=1)[C:34]([O:36]O)=[O:35]>C(Cl)Cl.C(OCC)C>[F:1][C:2]([F:28])([F:29])[C:3]1[CH:4]=[CH:5][C:6]([NH:9][C:10]([N:12]2[CH2:16][C:15]([CH3:20])([O:36][C:34](=[O:35])[CH3:33])[C:14]([C:21]3[CH:22]=[CH:23][C:24]([Cl:27])=[CH:25][CH:26]=3)=[N:13]2)=[O:11])=[CH:7][CH:8]=1. Procedure details: To 2.0 g (4.7 mmole) of N-(4-trifluoromethylphenyl)-3-(4-chlorophenyl)-4-methyl-4-acetyl-4,5-dihydro-1H-pyrazole-1-carboxamide (Example 13a) in 10 ml of methylene chloride was added 2 g (9.8 mmole) of 85% 3-chloroperoxybenzoic acid (MCPBA). After standing for 72 hours at room temperature an additional 0.6 g of MCPBA was added and the reaction was let stand an additional 72 hours. The reaction mixture was diluted with diethyl ether, washed with dilute aqueous sodium bisulfite, dilute aqueous sodi...